From a dataset of the Open Reaction Database (ORD), a public repository of structured organic reaction records. describe an organic reaction: reactants, conditions, products, and yield Starting materials: C([O-])([O-])=O.[K+].[K+] (potassium carbonate), BrCC1=CC=C(C=C1)C=1C(=CC=CC1)C(=O)OC(C)(C)C (t-butyl 4'-bromomethylbiphenyl-2-carboxylate), C(C)(=O)C=1N=C(NC1C#N)CCCC (4-acetyl-2-butyl-5-cyanoimidazole). Solvent: CN(C(C)=O)C (N,N-dimethylacetamide), C(C)(=O)OCC (ethyl acetate). Reaction conditions: time 3 hour. Product: C(C)(=O)C=1N=C(N(C1C#N)CC1=CC=C(C=C1)C1=C(C=CC=C1)C(=O)OC(C)(C)C)CCCC (4-Acetyl-1-[(2'-t-butoxycarbonylbiphenyl-4-yl)methyl]-2-butyl-5-cyanoimidazole). Yield: 45.6%. RXN SMILES: C(=O)([O-])[O-].[K+].[K+].Br[CH2:8][C:9]1[CH:14]=[CH:13][C:12]([C:15]2[C:16]([C:21]([O:23][C:24]([CH3:27])([CH3:26])[CH3:25])=[O:22])=[CH:17][CH:18]=[CH:19][CH:20]=2)=[CH:11][CH:10]=1.[C:28]([C:31]1[N:32]=[C:33]([CH2:38][CH2:39][CH2:40][CH3:41])[NH:34][C:35]=1[C:36]#[N:37])(=[O:30])[CH3:29]>CN(C)C(=O)C.C(OCC)(=O)C>[C:28]([C:31]1[N:32]=[C:33]([CH2:38][CH2:39][CH2:40][CH3:41])[N:34]([CH2:8][C:9]2[CH:14]=[CH:13][C:12]([C:15]3[CH:20]=[CH:19][CH:18]=[CH:17][C:16]=3[C:21]([O:23][C:24]([CH3:27])([CH3:26])[CH3:25])=[O:22])=[CH:11][CH:10]=2)[C:35]=1[C:36]#[N:37])(=[O:30])[CH3:29] |f:0.1.2|. Reported procedure: 0.87 g of potassium carbonate and 2.4 g of t-butyl 4'-bromomethylbiphenyl-2-carboxylate were added to a solution of 1.2 g of 4-acetyl-2-butyl-5-cyanoimidazole (prepared as described in Preparation 5) in 12 ml of N,N-dimethylacetamide, and the resulting mixture was shirred at room temperature for 3 hours. At the end of this time, the reaction mixture was diluted with 100 ml of ethyl acetate and washed with a saturated aqueous solution of sodium chloride. The aqueous layer was once again extracted... The reactants are C(C1=CC=CC=C1)(=O)N[C@@H]1C[C@H](N(C1)C(=O)OC(C)(C)C)C(=O)O ((2S,4R)-4-Benzoylamino-1-tert-butoxycarbonylpyrrolidine-2-carboxylic acid), Cl.C(#N)[C@H]1NCCC1 ((S)-2-cyanopyrrolidine hydrochloride). Run in CN(C)C=O (DMF). The product is Cl.C(C1=CC=CC=C1)(=O)N[C@@H]1C[C@H](NC1)C(=O)N1[C@@H](CCC1)C#N ((S)-1-((2S,4R)-4-benzoylamino-2-pyrrolidinylcarbonyl)-2-cyanopyrrolidine hydrochloride). As a reaction SMILES: [C:1]([NH:9][C@H:10]1[CH2:14][N:13](C(OC(C)(C)C)=O)[C@H:12]([C:22]([OH:24])=O)[CH2:11]1)(=[O:8])[C:2]1[CH:7]=[CH:6][CH:5]=[CH:4][CH:3]=1.[ClH:25].[C:26]([C@@H:28]1[CH2:32][CH2:31][CH2:30][NH:29]1)#[N:27]>CN(C=O)C>[ClH:25].[C:1]([NH:9][C@H:10]1[CH2:14][NH:13][C@H:12]([C:22]([N:29]2[CH2:30][CH2:31][CH2:32][C@H:28]2[C:26]#[N:27])=[O:24])[CH2:11]1)(=[O:8])[C:2]1[CH:3]=[CH:4][CH:5]=[CH:6][CH:7]=1 |f:1.2,4.5|. Procedure details: (2S,4R)-4-Benzoylamino-1-tert-butoxycarbonylpyrrolidine-2-carboxylic acid (title compound of Reference Example 8, 1.6 g) and (S)-2-cyanopyrrolidine hydrochloride (0.63 g) were dissolved in DMF (10 mL), and triethylamine (1.32 mL), HOBT (0.79 g) and EDC hydrochloride (0.99 g) were successively added. The mixture was stirred at room temperature for 15 hr. Water was added to the reaction mixture and the mixture was extracted with ethyl acetate. The extract was dried and evaporated under reduced pre... Isolated yield 277.5%. Solvent: C1(=CC=CC=C1)C (toluene). The reactants are Methyl 2-(4-t -butylaminosulfonylphenyl) azulene-1-carboxylate, ClC1=C(C2=CC=CC=CC2=C1)C(=O)OC (methyl 2-chloroazulene-1-carboxylate), C(C)(C)(C)NS(=O)(=O)C1=CC=C(C=C1)B(O)O (4-t-butylaminosulfonyl-phenylboronic acid), C(=O)([O-])[O-].[Na+].[Na+] (Na2CO3), ice water. Procedure details: Methyl 2-(4-t -butylaminosulfonylphenyl) azulene-1-carboxylate: To a solution of methyl 2-chloroazulene-1-carboxylate (0.50 g) in toluene (20.0 ml) was added 4-t-butylaminosulfonyl-phenylboronic acid (0.87 g), tetrakis(triphenylphosphine)palladium (0) (0.12 g), and 2M aqueous Na2CO3 (4.5 ml), and the reaction mixture was heated under reflux for 16 hr. The mixture was poured into ice-water, followed by extracted with EtOAc. The combined EtOAc extracts were washed with water and brine, dried over ... Reagents/catalysts: C=1C=CC(=CC1)[P](C=2C=CC=CC2)(C=3C=CC=CC3)[Pd]([P](C=4C=CC=CC4)(C=5C=CC=CC5)C=6C=CC=CC6)([P](C=7C=CC=CC7)(C=8C=CC=CC8)C=9C=CC=CC9)[P](C=1C=CC=CC1)(C=1C=CC=CC1)C=1C=CC=CC1 (tetrakis(triphenylphosphine)palladium). RXN SMILES: Cl[C:2]1[CH:11]=[C:10]2[C:4](=[CH:5][CH:6]=[CH:7][CH:8]=[CH:9]2)[C:3]=1[C:12](OC)=O.C([NH:20][S:21]([C:24]1[CH:29]=[CH:28][C:27](B(O)O)=[CH:26][CH:25]=1)(=[O:23])=[O:22])(C)(C)C.C([O-])([O-])=O.[Na+].[Na+]>C1(C)C=CC=CC=1.C1C=CC([P]([Pd]([P](C2C=CC=CC=2)(C2C=CC=CC=2)C2C=CC=CC=2)([P](C2C=CC=CC=2)(C2C=CC=CC=2)C2C=CC=CC=2)[P](C2C=CC=CC=2)(C2C=CC=CC=2)C2C=CC=CC=2)(C2C=CC=CC=2)C2C=CC=CC=2)=CC=1>[C:12]1([C:3]2[C:4]3[C:10]([CH:9]=[CH:8][CH:7]=[CH:6][CH:5]=3)=[CH:11][C:2]=2[C:27]2[CH:26]=[CH:25][C:24]([S:21]([NH2:20])(=[O:22])=[O:23])=[CH:29][CH:28]=2)[CH:10]=[CH:11][CH:2]=[CH:3][CH:4]=1 |f:2.3.4,^1:49,51,70,89|. Yields the product C1(=CC=CC=C1)C1=C(C=C2C=CC=CC=C12)C1=CC=C(C=C1)S(=O)(=O)N (4-(1 -Phenylazulene-2-yl)phenylsulfonamide). Starting materials: ClC1=NC=NC(=C1F)OCC1=NC(=C(C=C1)C1=C(C=CC(=C1)OC)F)CC(C)(C)C (4-chloro-6-((6-(2,2-dimethylpropyl)-5-(2-fluoro-5-methoxyphenyl)pyridin-2-yl)methoxy)-5-fluoropyrimidine), CC1(OB(OC1(C)C)C=CC(=O)OCC)C (ethyl 3-(4,4,5,5-tetramethyl-1,3,2-dioxaborolan-2-yl)acrylate), C([O-])([O-])=O.[Cs+].[Cs+] (cesium carbonate), C1(CCCCC1)P(C1=C(C=CC=C1)C1=C(C=CC=C1OC)OC)C1CCCCC1 (dicyclohexyl(2′,6′-dimethoxy-[1,1′-biphenyl]-2-yl)phosphine). The reagents and catalysts are C=1C=CC(=CC1)/C=C/C(=O)/C=C/C2=CC=CC=C2.C=1C=CC(=CC1)/C=C/C(=O)/C=C/C2=CC=CC=C2.C=1C=CC(=CC1)/C=C/C(=O)/C=C/C2=CC=CC=C2.[Pd].[Pd] (tris(dibenzylideneacetone)dipalladium). Run in O (Water), CN(C)C=O (DMF). Conditions: temperature 90 celsius, time 6 hour. The product is CC(CC1=C(C=CC(=N1)COC1=C(C(=NC=N1)/C=C/C(=O)OCC)F)C1=C(C=CC(=C1)OC)F)(C)C (ethyl (2E)-3-(6-((6-(2,2-dimethylpropyl)-5-(2-fluoro-5-methoxyphenyl)pyridin-2-yl)methoxy)-5-fluoropyrimidin-4-yl)acrylate). Isolated yield 26.7%. RXN SMILES: Cl[C:2]1[C:7]([F:8])=[C:6]([O:9][CH2:10][C:11]2[CH:16]=[CH:15][C:14]([C:17]3[CH:22]=[C:21]([O:23][CH3:24])[CH:20]=[CH:19][C:18]=3[F:25])=[C:13]([CH2:26][C:27]([CH3:30])([CH3:29])[CH3:28])[N:12]=2)[N:5]=[CH:4][N:3]=1.CC1(C)C(C)(C)OB([CH:39]=[CH:40][C:41]([O:43][CH2:44][CH3:45])=[O:42])O1.C(=O)([O-])[O-].[Cs+].[Cs+].C1(P(C2CCCCC2)C2C=CC=CC=2C2C(OC)=CC=CC=2OC)CCCCC1>CN(C=O)C.C1C=CC(/C=C/C(/C=C/C2C=CC=CC=2)=O)=CC=1.C1C=CC(/C=C/C(/C=C/C2C=CC=CC=2)=O)=CC=1.C1C=CC(/C=C/C(/C=C/C2C=CC=CC=2)=O)=CC=1.[Pd].[Pd].O>[CH3:28][C:27]([CH3:30])([CH3:29])[CH2:26][C:13]1[N:12]=[C:11]([CH2:10][O:9][C:6]2[N:5]=[CH:4][N:3]=[C:2](/[CH:39]=[CH:40]/[C:41]([O:43][CH2:44][CH3:45])=[O:42])[C:7]=2[F:8])[CH:16]=[CH:15][C:14]=1[C:17]1[CH:22]=[C:21]([O:23][CH3:24])[CH:20]=[CH:19][C:18]=1[F:25] |f:2.3.4,7.8.9.10.11|. Reported procedure: To a solution of 4-chloro-6-((6-(2,2-dimethylpropyl)-5-(2-fluoro-5-methoxyphenyl)pyridin-2-yl)methoxy)-5-fluoropyrimidine (930 mg) in DMF (10 mL) were added ethyl 3-(4,4,5,5-tetramethyl-1,3,2-dioxaborolan-2-yl)acrylate (970 mg), tris(dibenzylideneacetone)dipalladium (250 mg), cesium carbonate (1.00 g) and dicyclohexyl(2′,6′-dimethoxy-[1,1′-biphenyl]-2-yl)phosphine (205 mg), and the mixture was stirred at 90° C. for 6 hr. Water was added to the reaction mixture, and the mixture was extracted with... Starting materials: C1CC(=O)N(C1=O)Br (NBS), O[C@]1(CCN(CCC1)C(=O)OC(C)(C)C)C=1SC=CN1 (tert-butyl (4R)-4-hydroxy-4-(1,3-thiazol-2-yl)azepane-1-carboxylate), [O-]S(=O)[O-].[Na+].[Na+] (Na2SO3). The solvent is CN(C)C=O (DMF), O (H2O). Conditions: temperature 40 celsius. Yields the product BrC1=CN=C(S1)[C@@]1(CCN(CCC1)C(=O)OC(C)(C)C)O (tert-butyl (4R)-4-(5-bromo-1,3-thiazol-2-yl)-4-hydroxyazepane-1-carboxylate). The yield is 94.7%. Reaction SMILES: [OH:1][C@:2]1([C:16]2[S:17][CH:18]=[CH:19][N:20]=2)[CH2:8][CH2:7][CH2:6][N:5]([C:9]([O:11][C:12]([CH3:15])([CH3:14])[CH3:13])=[O:10])[CH2:4][CH2:3]1.C1C(=O)N([Br:28])C(=O)C1.[O-]S([O-])=O.[Na+].[Na+]>CN(C=O)C.O>[Br:28][C:18]1[S:17][C:16]([C@@:2]2([OH:1])[CH2:8][CH2:7][CH2:6][N:5]([C:9]([O:11][C:12]([CH3:13])([CH3:14])[CH3:15])=[O:10])[CH2:4][CH2:3]2)=[N:20][CH:19]=1 |f:2.3.4|. Reported procedure: The product of Step 2 (14.5 g, 48.6 mmol) was dissolved in DMF (58 mL) and then treated with NBS (11.24 g, 63.2 mmol) and warmed to 40° C. for 3 hours. The reaction was quenched with Na2SO3 (3.0 g, 24.30 mmol) in H2O (50 mL) and the solution was then extracted with EtOAc (100 mL), washed with brine (50 mL) and then chromatographed on silica gel to afford tert-butyl (4R)-4-(5-bromo-1,3-thiazol-2-yl)-4-hydroxyazepane-1-carboxylate (18.3 g, 46 mmol). MS ESI: [M+H-tBu]+ m/z 320. Reactants: C(CCCCCCCCCCC)OCCN(CCO)CCOCCCCCCCCCCCC (di-(lauryloxyethyl)-hydroxyethyl amine), [OH-].[Na+] (sodium hydroxide), S(=O)(=O)(OCCCCCCCCCCCC)[O-] (lauryl sulfate). Product: C(CCCCCCCCCCC)OCCN(CCOCCCCCCCCCCCC)CCOCCCCCCCCCCCC (Tris-(lauryloxyethyl)-amine). Yield: 116.5%. Reaction SMILES: [CH2:1]([O:13][CH2:14][CH2:15][N:16]([CH2:20][CH2:21][O:22][CH2:23][CH2:24][CH2:25][CH2:26][CH2:27][CH2:28][CH2:29][CH2:30][CH2:31][CH2:32][CH2:33][CH3:34])[CH2:17][CH2:18][OH:19])[CH2:2][CH2:3][CH2:4][CH2:5][CH2:6][CH2:7][CH2:8][CH2:9][CH2:10][CH2:11][CH3:12].[OH-].[Na+].S([O-])(O[CH2:41][CH2:42][CH2:43][CH2:44][CH2:45][CH2:46][CH2:47][CH2:48][CH2:49][CH2:50][CH2:51][CH3:52])(=O)=O>>[CH2:52]([O:19][CH2:18][CH2:17][N:16]([CH2:20][CH2:21][O:22][CH2:23][CH2:24][CH2:25][CH2:26][CH2:27][CH2:28][CH2:29][CH2:30][CH2:31][CH2:32][CH2:33][CH3:34])[CH2:15][CH2:14][O:13][CH2:1][CH2:2][CH2:3][CH2:4][CH2:5][CH2:6][CH2:7][CH2:8][CH2:9][CH2:10][CH2:11][CH3:12])[CH2:51][CH2:50][CH2:49][CH2:48][CH2:47][CH2:46][CH2:45][CH2:44][CH2:43][CH2:42][CH3:41] |f:1.2|. Procedure details: 20 grams (0.042 mole) of di-(lauryloxyethyl)-hydroxyethyl amine (the second fraction recovered in Example 12) were reacted with 2.0 grams (0.05 mole) of sodium hydroxide and 12.1 grams (0.042 mole) of lauryl sulfate, Na salt using the procedure of Example 12. Purification of the product again using the procedure of Example 12, gave 32 grams of a yellow oily product having an amine number of 85.6. Reactants: C(C(=O)Cl)(=O)Cl (oxalyl chloride), C(C1=CC=CC=C1)OC(=O)N1[C@@H](C(=O)O)CCC1 (1-[(benzyloxy)carbonyl]-D-proline). Solvent: CN(C)C=O (DMF), C1(=CC=CC=C1)C (toluene), C1(=CC=CC=C1)C (toluene). Run at temperature 22.5 celsius, time 30 minute. Yields the product ClC(=O)[C@@H]1N(CCC1)C(=O)OCC1=CC=CC=C1 (Benzyl (2R)-2-(chlorocarbonyl)pyrrolidine-1-carboxylate). As a reaction SMILES: [C:1](Cl)(=O)[C:2]([Cl:4])=[O:3].[CH2:7]([O:14][C:15]([N:17]1C[CH2:23][CH2:22][C@@H:18]1C(O)=O)=[O:16])[C:8]1[CH:13]=[CH:12][CH:11]=[CH:10][CH:9]=1>C1(C)C=CC=CC=1.CN(C=O)C>[Cl:4][C:2]([C@H:1]1[CH2:23][CH2:22][CH2:18][N:17]1[C:15]([O:14][CH2:7][C:8]1[CH:9]=[CH:10][CH:11]=[CH:12][CH:13]=1)=[O:16])=[O:3]. Reported procedure: A mixture composed of 40 mL of toluene and 40 mL of oxalyl chloride was added—in 30 minutes at room temperature—to a solution of 100 g of 1-[(benzyloxy)carbonyl]-D-proline in 200 mL of toluene and 0.5 mL of DMF. After stirring for 2 hours at 20-25° C. the HPLC showed complete conversion and the reaction mixture was concentrated with oil at about 40° C. under vacuum, redissolved to toluene and reconcentrated obtaining 122.1 g of residue. At 20-25° C. the residue was dissolved in 100.00 mL of THF ... The reactants are O=C1CCC(=O)N1Br, Cc1ccc(N=[N+]=[N-])c(Cl)c1, CC(C)(C#N)N=NC(C)(C)C#N, O, c1ccccc1. Yields the product [N-]=[N+]=Nc1ccc(CBr)cc1Cl. Reaction SMILES: [Br:12][N:13]1[C:14](=[O:15])[CH2:16][CH2:17][C:18]1=[O:19].[N:1](=[N+:2]=[N-:3])[c:4]1[c:5]([Cl:11])[cH:6][c:7]([CH3:10])[cH:8][cH:9]1.[N:20]#[C:21][C:22]([N:23]=[N:24][C:25]([C:26]#[N:27])([CH3:28])[CH3:29])([CH3:30])[CH3:31].[OH2:32].[cH:33]1[cH:34][cH:35][cH:36][cH:37][cH:38]1>>[N:1](=[N+:2]=[N-:3])[c:4]1[c:5]([Cl:11])[cH:6][c:7]([CH2:10][Br:12])[cH:8][cH:9]1.